From a dataset of the Open Reaction Database (ORD), a public repository of structured organic reaction records. describe an organic reaction: reactants, conditions, products, and yield Starting materials: CC1=C(C=CC(=C1)N1CC(CC1)N1C(CCC1)C)N (2-methyl-4-(2-methyl-[1,3′]bipyrrolidinyl-1′-yl)-phenylamine), ClC=1C(=NC=C(C(=O)O)C1)NCCO (5-chloro-6-(2-hydroxy-ethylamino)-nicotinic acid). Product: ClC=1C(=NC=C(C(=O)NC2=C(C=C(C=C2)N2CC(CC2)N2C(CCC2)C)C)C1)NCCO (5-Chloro-6-(2-hydroxy-ethylamino)-N-[2-methyl-4-(2-methyl-[1,3′]bipyrrolidinyl-1′-yl)-phenyl]-nicotinamide). RXN SMILES: [CH3:1][C:2]1[CH:7]=[C:6]([N:8]2[CH2:12][CH2:11][CH:10]([N:13]3[CH2:17][CH2:16][CH2:15][CH:14]3[CH3:18])[CH2:9]2)[CH:5]=[CH:4][C:3]=1[NH2:19].[Cl:20][C:21]1[C:22]([NH:30][CH2:31][CH2:32][OH:33])=[N:23][CH:24]=[C:25]([CH:29]=1)[C:26](O)=[O:27]>>[Cl:20][C:21]1[C:22]([NH:30][CH2:31][CH2:32][OH:33])=[N:23][CH:24]=[C:25]([CH:29]=1)[C:26]([NH:19][C:3]1[CH:4]=[CH:5][C:6]([N:8]2[CH2:12][CH2:11][CH:10]([N:13]3[CH2:17][CH2:16][CH2:15][CH:14]3[CH3:18])[CH2:9]2)=[CH:7][C:2]=1[CH3:1])=[O:27]. Procedure: The title compound was prepared in a manner substantially the same as example 1 by coupling 2-methyl-4-(2-methyl-[1,3′]bipyrrolidinyl-1′-yl)-phenylamine with 5-chloro-6-(2-hydroxy-ethylamino)-nicotinic acid. MS: 458.4 (M+H). Starting materials: [Na+].CC(C(C(=O)[O-])S(=O)(=O)O)C(=O)[O-].[Na+] (3-methyl-2-sulfosuccinic acid sodium salt), C(C)(=O)OC(C)=O (acetic anhydride). Product: [Na+].O=C1OC(C(C1S(=O)(=O)[O-])C)=O (Tetrahydro-2,5-dioxo-4-methyl-3-furansulfonic acid sodium salt). Yield: 47.4%. As a reaction SMILES: [Na+:1].[CH3:2][CH:3]([C:12]([O-:14])=[O:13])[CH:4]([S:8]([OH:11])(=[O:10])=[O:9])[C:5]([O-:7])=O.[Na+].C(OC(=O)C)(=O)C>>[Na+:1].[O:7]=[C:5]1[CH:4]([S:8]([O-:11])(=[O:10])=[O:9])[CH:3]([CH3:2])[C:12](=[O:13])[O:14]1 |f:0.1.2,4.5|. Procedure details: 40 g 3-methyl-2-sulfosuccinic acid sodium salt (cis and trans diastereomers) was stirred with 50 g acetic anhydride and then heated to 86 degrees Centigrade while distilling over acetic acid for 1.5 hours. 100 mL ethyl acetate was added and the mixture was filtered. The precipitate was washed with 100 mL ethyl acetate. The precipitate was dried to produce 16.0 g yellowish-white solid. 1H-NMR (d6-DMSO) 3.40 ppm d J=10.52 Hz, 2.92-2.98 ppm m, 1.28-1.31 ppm m J=7.12 Hz. Reactants: COC1=CC=C(C2=C1C=CO2)C=2C(NC(C2C2=CN(C1=CC=CC=C21)CCCO)=O)=O (3-(4-methoxybenzofur-7-yl)-4-[1-(3-hydroxypropyl)-1H-indol-3-yl]pyrrole-2,5-dione), B(Br)(Br)Br (boron tribromide). The solvent is ClCCl (dichloromethane). Reaction conditions: time 1 hour. The product is OC1=CC=C(C2=C1C=CO2)C=2C(NC(C2C2=CN(C1=CC=CC=C21)CCCO)=O)=O (3-(4-Hydroxybenzofur-7-yl)-4-[1-(3-hydroxypropyl)-1H-indol-3-yl]pyrrole-2,5-dione). Yield: 51.8%. RXN SMILES: C[O:2][C:3]1[C:8]2[CH:9]=[CH:10][O:11][C:7]=2[C:6]([C:12]2[C:13](=[O:31])[NH:14][C:15](=[O:30])[C:16]=2[C:17]2[C:25]3[C:20](=[CH:21][CH:22]=[CH:23][CH:24]=3)[N:19]([CH2:26][CH2:27][CH2:28][OH:29])[CH:18]=2)=[CH:5][CH:4]=1.B(Br)(Br)Br>ClCCl>[OH:2][C:3]1[C:8]2[CH:9]=[CH:10][O:11][C:7]=2[C:6]([C:12]2[C:13](=[O:31])[NH:14][C:15](=[O:30])[C:16]=2[C:17]2[C:25]3[C:20](=[CH:21][CH:22]=[CH:23][CH:24]=3)[N:19]([CH2:26][CH2:27][CH2:28][OH:29])[CH:18]=2)=[CH:5][CH:4]=1. Reported procedure: Dissolve 3-(4-methoxybenzofur-7-yl)-4-[1-(3-hydroxypropyl)-1H-indol-3-yl]pyrrole-2,5-dione (0.1 g, 0.24 mmol) in 2.5 mL dichloromethane under nitrogen at −78° C. Add boron tribromide (0.11 mL, 1.16 mmol, 5 equiv) dropwise and stir at −78° C. for 1 hr, warm to room temperature and stir for 1 hr. Quench the reaction with ice and then extract with ethyl acetate. Washed the organics with brine, dry over sodium sulfate, filter, and concentrate in vacuo. Purification by column chromatography (25% ethy... The reactants are ClC1=NC(=CC=C1)C (2-chloro-6-methylpyridine), C(C1=CC=CC=C1)(=O)OOC(C1=CC=CC=C1)=O (benzoyl peroxide), N1CCCCC1 (piperidine). Solvent: C(Cl)(Cl)(Cl)Cl (carbon tetrachloride). Product: ClC1=NC(=CC=C1)CN1CCCCC1 (2-Chloro-6-piperidinomethylpyridine). Yield: 41.0%. Reaction SMILES: [Cl:1][C:2]1[CH:7]=[CH:6][CH:5]=[C:4]([CH3:8])[N:3]=1.C(OOC(=O)C1C=CC=CC=1)(=O)C1C=CC=CC=1.[NH:27]1[CH2:32][CH2:31][CH2:30][CH2:29][CH2:28]1>C(Cl)(Cl)(Cl)Cl>[Cl:1][C:2]1[CH:7]=[CH:6][CH:5]=[C:4]([CH2:8][N:27]2[CH2:32][CH2:31][CH2:30][CH2:29][CH2:28]2)[N:3]=1. Procedure: To 2-chloro-6-methylpyridine (50.0 g, 0.392 mole) in 393 mL of carbon tetrachloride was added N-bromosuccinicide (87.2 g, 0.49 mole) and 1.0 g of benzoyl peroxide. The mixture was stirred at reflux for 22 hours, cooled to 10° and filtered. The chilled filtrate then was treated slowly with piperidine (83.5 g, 0.98 mole) and allowed to stir at ambient temperature for 18 hours. After removal of the piperidine hydrobromide by filtration, the filtrate was concentrated to about half volume and extract... Starting materials: CCCCCn1c(=S)[nH]c(=O)c2[nH]c(C(F)(F)F)nc21, COS(=O)(=O)OC, [Na+], [OH-], O. Yields the product CCCCCn1c(SC)nc(=O)c2[nH]c(C(F)(F)F)nc21. RXN SMILES: [CH2:1]([CH2:2][CH2:3][CH2:4][CH3:5])[n:6]1[c:7](=[S:20])[nH:8][c:9](=[O:19])[c:10]2[nH:11][c:12]([C:15]([F:16])([F:17])[F:18])[n:13][c:14]12.[CH3:23][O:24][S:25]([O:26][CH3:27])(=[O:28])=[O:29].[Na+:22].[OH-:21].[OH2:30]>>[CH2:1]([CH2:2][CH2:3][CH2:4][CH3:5])[n:6]1[c:7]([S:20][CH3:23])[n:8][c:9](=[O:19])[c:10]2[nH:11][c:12]([C:15]([F:16])([F:17])[F:18])[n:13][c:14]12.